Dataset: the Open Reaction Database (ORD), a public repository of structured organic reaction records. Task: describe an organic reaction: reactants, conditions, products, and yield The reactants are 1-(di-1-pyrrolidinylmethylene)-1H-benzotriazolium 3-oxide hexafluorophosphate, FC1(C(N(C2=C(N(C1)[C@H]1[C@@H](C1)C1=CC=CC=C1)N=C(N=C2)NC2=C(C=C(C(=O)O)C=C2)OC)C)=O)F (4-[7,7-difluoro-5-methyl-6-oxo-9-(trans-2-phenyl-cyclopropyl)-6,7,8,9-tetrahydro-5H-pyrimido[4,5-b][1,4]diazepin-2-ylamino]-3-methoxy-benzoic acid), C(C)N(C(C)C)C(C)C (ethyldiisopropyl amine), CN(CCCN)C (N,N-dimethyl-propane-1,3-diamine). Run in CN(C=O)C (dimethylformamide), ice water. Reaction conditions: time 1 hour. Yields the product FC1(C(N(C2=C(N(C1)[C@H]1[C@@H](C1)C1=CC=CC=C1)N=C(N=C2)NC2=C(C=C(C(=O)NCCCN(C)C)C=C2)OC)C)=O)F (4-[7,7-difluoro-5-methyl-6-oxo-9-(trans-2-phenyl-cyclopropyl)-6,7,8,9-tetrahydro-5H-pyrimido[4,5-b][1,4]diazepin-2-ylamino]-N-(3-dimethylamino-propyl)-3-methoxy-benzamide). The yield is 72.5%. RXN SMILES: [F:1][C:2]1([F:36])[CH2:8][N:7]([C@@H:9]2[CH2:11][C@H:10]2[C:12]2[CH:17]=[CH:16][CH:15]=[CH:14][CH:13]=2)[C:6]2[N:18]=[C:19]([NH:22][C:23]3[CH:31]=[CH:30][C:26]([C:27]([OH:29])=O)=[CH:25][C:24]=3[O:32][CH3:33])[N:20]=[CH:21][C:5]=2[N:4]([CH3:34])[C:3]1=[O:35].C(N(C(C)C)C(C)C)C.[CH3:46][N:47]([CH3:52])[CH2:48][CH2:49][CH2:50][NH2:51]>CN(C)C=O>[F:1][C:2]1([F:36])[CH2:8][N:7]([C@@H:9]2[CH2:11][C@H:10]2[C:12]2[CH:17]=[CH:16][CH:15]=[CH:14][CH:13]=2)[C:6]2[N:18]=[C:19]([NH:22][C:23]3[CH:31]=[CH:30][C:26]([C:27]([NH:51][CH2:50][CH2:49][CH2:48][N:47]([CH3:52])[CH3:46])=[O:29])=[CH:25][C:24]=3[O:32][CH3:33])[N:20]=[CH:21][C:5]=2[N:4]([CH3:34])[C:3]1=[O:35]. Reported procedure: To a mixture of 0.074 g (0.15 mmole) of 4-[7,7-difluoro-5-methyl-6-oxo-9-(trans-2-phenyl-cyclopropyl)-6,7,8,9-tetrahydro-5H-pyrimido[4,5-b][1,4]diazepin-2-ylamino]-3-methoxy-benzoic acid (I-287), 0.11 mL (0.6 mmole) of ethyldiisopropyl amine and 0.016 g (0.30 mmole) of N,N-dimethyl-propane-1,3-diamine in 2.0 mL of dimethylformamide was added 0.071 g (0.17 mmole) of 1-(di-1-pyrrolidinylmethylene)-1H-benzotriazolium 3-oxide hexafluorophosphate. The mixture was stirred at room temperature for 1 hou... The reagents and catalysts are [Cu]I (CuI). RXN SMILES: [Br:1][C:2]1[CH:3]=[N:4][CH:5]=[C:6](Br)[C:7]=1/[CH:8]=[N:9]/[NH:10][C:11]1[CH:16]=[CH:15][C:14]([F:17])=[CH:13][CH:12]=1.CN[C@@H]1CCCC[C@H]1NC.C([O-])([O-])=O.[K+].[K+]>CN1C(=O)CCC1.[Cl-].[NH4+].[Cu]I>[Br:1][C:2]1[CH:3]=[N:4][CH:5]=[C:6]2[N:10]([C:11]3[CH:16]=[CH:15][C:14]([F:17])=[CH:13][CH:12]=3)[N:9]=[CH:8][C:7]=12 |f:2.3.4,6.7|. Reactants: BrC=1C=NC=C(C1\C=N\NC1=CC=C(C=C1)F)Br (N-[1-(3,5-dibromopyridin-4-yl)-meth-(E)-ylidene]-N′-(4-fluorophenyl)-hydrazine), CN[C@H]1[C@@H](CCCC1)NC (trans-N,N′-dimethylcyclohexane-1,2-diamine), C(=O)([O-])[O-].[K+].[K+] (K2CO3). Reported procedure: A mixture of N-[1-(3,5-dibromopyridin-4-yl)-meth-(E)-ylidene]-N′-(4-fluorophenyl)-hydrazine (2.0 g, 5.4 mmol), CuI (50.0 mg, 0.260 mmol), trans-N,N′-dimethylcyclohexane-1,2-diamine (0.200 mL, 1.27 mmol), and K2CO3 (1.4 g, 0.010 mol) in NMP (10 mL) was warmed at 120° C. for 30 minutes. The reaction was monitored by HPLC-MS indicating the desired mass. The mixture was diluted with aqueous ammonium chloride (100 mL) and the resulting solid collected by filtration. The solid was dissolved in hot eth... The product is BrC1=C2C(=CN=C1)N(N=C2)C2=CC=C(C=C2)F (4-bromo-1-(4-fluorophenyl)-1H-pyrazolo[3,4-c]pyridine). Solvent: [Cl-].[NH4+] (ammonium chloride), CN1CCCC1=O (NMP). Run at temperature 120 celsius. The reactants are ClC(=O)OCC (ethyl chloroformate), N1=C2C(=NC=C1)C=NC=C2 (pyrido[3,4-b]pyrazine), [Li+].[BH4-] (LiBH4). Solvent: C1CCOC1 (THF), C1CCOC1 (THF). Conditions: temperature -25 celsius, time 1 hour. Yields the product N1=C2C(=NC=C1)CN(C=C2)C(=O)OCC (ethyl pyrido[3,4-b]pyrazine-6(5H)-carboxylate). As a reaction SMILES: [N:1]1[CH:6]=[CH:5][N:4]=[C:3]2[CH:7]=[N:8][CH:9]=[CH:10][C:2]=12.Cl[C:12]([O:14][CH2:15][CH3:16])=[O:13].[Li+].[BH4-]>C1COCC1>[N:1]1[CH:6]=[CH:5][N:4]=[C:3]2[CH2:7][N:8]([C:12]([O:14][CH2:15][CH3:16])=[O:13])[CH:9]=[CH:10][C:2]=12 |f:2.3|. Reported procedure: A solution of pyrido[3,4-b]pyrazine (20.0 g, 153 mmol) in anhydrous THF (250 mL) is cooled to −25° C. A solution of ethyl chloroformate (17.5 ml, 183 mmol) in THF (46 mL) is added dropwise. The mixture is stirred 1 hr at −25° C., and then LiBH4 (2.0 M, 23 mL, 46 mmol) is added dropwise and the mixture is stirred for 1 hr. The reaction is quenched with the addition of 1N NaOH (100 mL) and extracted with Et2O (3×100 mL). The organic extractions are combined, dried and evaporated. The crude product...